The task is: describe an organic reaction: reactants, conditions, products, and yield. This data is from the Open Reaction Database (ORD), a public repository of structured organic reaction records. Reactants: COC(COC1=C2C(=C(C(=NC2=C(C=C1)Cl)C#N)CC1=CC=C(C=C1)S(=O)(=O)C)C)=O ([8-chloro-2-cyano-3-(4-methanesulfonylbenzyl)-4-methylquinolin-5-yloxy]acetic acid methyl ester), CO (methanol), O1CCCC1 (tetrahydrofuran), [OH-].[Li+] (lithium hydroxide). The solvent is O (water). Run at time 1 hour. Product: ClC=1C=CC(=C2C(=C(C(=NC12)C#N)CC1=CC=C(C=C1)S(=O)(=O)C)C)OCC(=O)O ([8-chloro-2-cyano-3-(4-methanesulfonylbenzyl)-4-methylquinolin-5-yloxy]acetic Acid). As a reaction SMILES: C[O:2][C:3](=[O:31])[CH2:4][O:5][C:6]1[CH:15]=[CH:14][C:13]([Cl:16])=[C:12]2[C:7]=1[C:8]([CH3:30])=[C:9]([CH2:19][C:20]1[CH:25]=[CH:24][C:23]([S:26]([CH3:29])(=[O:28])=[O:27])=[CH:22][CH:21]=1)[C:10]([C:17]#[N:18])=[N:11]2.CO.O1CCCC1.[OH-].[Li+]>O>[Cl:16][C:13]1[CH:14]=[CH:15][C:6]([O:5][CH2:4][C:3]([OH:31])=[O:2])=[C:7]2[C:12]=1[N:11]=[C:10]([C:17]#[N:18])[C:9]([CH2:19][C:20]1[CH:21]=[CH:22][C:23]([S:26]([CH3:29])(=[O:27])=[O:28])=[CH:24][CH:25]=1)=[C:8]2[CH3:30] |f:3.4|. Reported procedure: A mixture of [8-chloro-2-cyano-3-(4-methanesulfonylbenzyl)-4-methylquinolin-5-yloxy]acetic acid methyl ester (0.056 g), methanol (1.5 mL), tetrahydrofuran (1.5 mL), water (2.0 mL) and lithium hydroxide (0.60 g) was stirred at room temperature for 1 hour. The mixture was partitioned between ethyl acetate and 1.0 M aqueous hydrochloric acid. The aqueous phase was extracted with ethyl acetate and the combined organic phases were dried over sodium sulfate and the solvent removed under reduced pressu... Yields the product Cl.NC(CCCCN)C(=O)O (DL-lysine monohydrochloride). As a reaction SMILES: [ClH:1].[NH2:2][C@@H:3]([C:9]([OH:11])=[O:10])[CH2:4][CH2:5][CH2:6][CH2:7][NH2:8].C(O)C.CC(C)=O>C(O)(=O)C.C(=O)C1C(=CC=CC=1)O>[ClH:1].[NH2:2][CH:3]([C:9]([OH:11])=[O:10])[CH2:4][CH2:5][CH2:6][CH2:7][NH2:8] |f:0.1,2.3,6.7|. The reactants are Cl.N[C@H](CCCCN)C(=O)O (D-lysine monohydrochloride), C(C)O.CC(=O)C (ethanol acetone). The solvent is C(C)(=O)O (acetic acid), C(C=1C(O)=CC=CC1)=O (salicylaldehyde). Reaction conditions: temperature 100 celsius, time 3 hour. Isolated yield 93.3%. Reported procedure: 6 g of D-lysine monohydrochloride were dissolved in 180 ml of an aqueous 95% acetic acid solution, and 0.34 ml of salicylaldehyde was added thereto. The mixture was stirred at 100° C. for 3 hours. After the reaction, the mixture was condensed. 30 ml of 50% ethanol-acetone were added to the residue, and the crystalline precipitates were collected by filtration. 5.6 g of DL-lysine monohydrochloride were thereby obtained. The reactants are N1CCOCC1 (morpholine), COC1=C(C=C(C(=O)O)C=C1)OCCCCC (4-Methoxy-3-pentyloxybenzoic acid), O (Water). Solvent: CN(C)C=O (DMF), S(=O)(Cl)Cl (thionyl chloride). Run at temperature 70 celsius, time 5 hour. Yields the product COC1=C(C=C(C=C1)C(=O)N1CCOCC1)OCCCCC ((4-methoxy-3-pentyloxyphenyl)morpholin-4-yl-methanone). Yield: 67.9%. RXN SMILES: [CH3:1][O:2][C:3]1[CH:11]=[CH:10][C:6]([C:7]([OH:9])=O)=[CH:5][C:4]=1[O:12][CH2:13][CH2:14][CH2:15][CH2:16][CH3:17].[NH:18]1[CH2:23][CH2:22][O:21][CH2:20][CH2:19]1.O>S(Cl)(Cl)=O.CN(C=O)C>[CH3:1][O:2][C:3]1[CH:11]=[CH:10][C:6]([C:7]([N:18]2[CH2:23][CH2:22][O:21][CH2:20][CH2:19]2)=[O:9])=[CH:5][C:4]=1[O:12][CH2:13][CH2:14][CH2:15][CH2:16][CH3:17]. Procedure details: 4-Methoxy-3-pentyloxybenzoic acid (250 mg, 1.05 mmol, 1 eq) was dissolved in thionyl chloride (1.05 ml) in a stream of nitrogen, and the solution was stirred at 70° C. for 5 hours. The mixture was cooled to room temperature, and excess thionyl chloride was evaporated under reduced pressure. The residue was added to a solution of morpholine (274 mg, 3.15 mol, 3.0 eq) in DMF (3 ml) under ice-cooling. The mixture was stirred under ice-cooling for 30 minutes, and then further at room temperature for... Reactants: O=C([O-])O, CC(C)(C)C([O-])([O-])[O-], Cc1ccccc1, CCOC(C)=O, Cc1ccc(I)c(C(=O)O)c1, [Na+]. Yields the product COC(=O)c1cc(C)ccc1I. As a reaction SMILES: [C:27](=[O:28])([OH:29])[O-:30].[CH3:12][C:13]([CH3:14])([CH3:15])[C:16]([O-:17])([O-:18])[O-:19].[CH3:20][c:21]1[cH:22][cH:23][cH:24][cH:25][cH:26]1.[CH3:32][CH2:33][O:34][C:35](=[O:36])[CH3:37].[I:1][c:2]1[c:3]([C:4](=[O:5])[OH:6])[cH:7][c:8]([CH3:11])[cH:9][cH:10]1.[Na+:31]>>[I:1][c:2]1[c:3]([C:4](=[O:5])[O:6][CH3:12])[cH:7][c:8]([CH3:11])[cH:9][cH:10]1. The reactants are O1C(=CC=C1)[C@@H](C)NC(=O)C1=CN(C2=NC=C(N=C21)C2=NN(C1=CC(=CC=C21)F)C)COCC[Si](C)(C)C (2-(6-fluoro-1-methyl-1H-indazol-3-yl)-5-(2-trimethylsilanylethoxymethyl)-5H-pyrrolo[2,3-b]pyrazine-7-carboxylic acid ((R)-1-furan-2-yl-ethyl)-amide). The reagents and catalysts are [OH-].[OH-].[Pd+2] (palladium hydroxide on carbon). The solvent is CO (methanol), C(C)(=O)OCC (ethyl acetate). Run at time 48 hour. Yields the product O1C(CCC1)[C@@H](C)NC(=O)C1=CN(C2=NC=C(N=C21)C2=NN(C1=CC(=CC=C21)F)C)COCC[Si](C)(C)C (2-(6-fluoro-1-methyl-1H-indazol-3-yl)-5-(2-trimethylsilanyl-ethoxymethyl)-5H-pyrrolo[2,3-b]pyrazine-7-carboxylic acid [(R)-1-(tetrahydro-furan-2-yl)-ethyl]-amide). Yield: 84.4%. RXN SMILES: [O:1]1[CH:5]=[CH:4][CH:3]=[C:2]1[C@H:6]([NH:8][C:9]([C:11]1[C:19]2[C:14](=[N:15][CH:16]=[C:17]([C:20]3[C:28]4[C:23](=[CH:24][C:25]([F:29])=[CH:26][CH:27]=4)[N:22]([CH3:30])[N:21]=3)[N:18]=2)[N:13]([CH2:31][O:32][CH2:33][CH2:34][Si:35]([CH3:38])([CH3:37])[CH3:36])[CH:12]=1)=[O:10])[CH3:7]>CO.C(OCC)(=O)C.[OH-].[OH-].[Pd+2]>[O:1]1[CH2:5][CH2:4][CH2:3][CH:2]1[C@H:6]([NH:8][C:9]([C:11]1[C:19]2[C:14](=[N:15][CH:16]=[C:17]([C:20]3[C:28]4[C:23](=[CH:24][C:25]([F:29])=[CH:26][CH:27]=4)[N:22]([CH3:30])[N:21]=3)[N:18]=2)[N:13]([CH2:31][O:32][CH2:33][CH2:34][Si:35]([CH3:36])([CH3:38])[CH3:37])[CH:12]=1)=[O:10])[CH3:7] |f:3.4.5|. Reported procedure: In a round-bottomed flask, 2-(6-fluoro-1-methyl-1H-indazol-3-yl)-5-(2-trimethylsilanylethoxymethyl)-5H-pyrrolo[2,3-b]pyrazine-7-carboxylic acid ((R)-1-furan-2-yl-ethyl)-amide (370 mg, 0.66 mmol) was dissolved in methanol (6 ml) and ethyl acetate (2 ml). The flask was flushed with argon then 20% palladium hydroxide on carbon (50% water, 100 mg, 0.71 mmol) was added. The reaction mixture was stirred under hydrogen atmosphere (balloon) at room temperature for 48 h then filtered over Celite and rins... Reactants: C(C1=CC=CC=C1)OC=1C(N(C=NC1C=1OC(=NN1)CC1=CC=C(C=C1)F)C)=NO (5-Benzyloxy-6-[5-(4-fluoro-benzyl)-[1,3,4]oxadiazol-2-yl]-3-methyl-3H-pyrimidin-4-one oxime), [H][H] (hydrogen). The reagents and catalysts are [Pd] (Pd/C). The product is FC1=CC=C(CC2=NN=C(O2)C2=C(C(N(C=N2)C)=NO)O)C=C1 (6-[5-(4-fluoro-benzyl)-[1,3,4]oxadiazol-2-yl]-5-hydroxy-3-methyl-3H-pyrimidin-4-one oxime). The yield is 68.0%. Reaction SMILES: C([O:8][C:9]1[C:10](=[N:29][OH:30])[N:11]([CH3:28])[CH:12]=[N:13][C:14]=1[C:15]1[O:16][C:17]([CH2:20][C:21]2[CH:26]=[CH:25][C:24]([F:27])=[CH:23][CH:22]=2)=[N:18][N:19]=1)C1C=CC=CC=1.[H][H]>[Pd]>[F:27][C:24]1[CH:23]=[CH:22][C:21]([CH2:20][C:17]2[O:16][C:15]([C:14]3[N:13]=[CH:12][N:11]([CH3:28])[C:10](=[N:29][OH:30])[C:9]=3[OH:8])=[N:19][N:18]=2)=[CH:26][CH:25]=1. Reported procedure: 5-Benzyloxy-6-[5-(4-fluoro-benzyl)-[1,3,4]oxadiazol-2-yl]-3-methyl-3H-pyrimidin-4-one oxime was hydrogenated at 1 atmosphere of hydrogen in the presence of equal weight of 10% Pd/C to give 68% yield of 6-[5-(4-fluoro-benzyl)-[1,3,4]oxadiazol-2-yl]-5-hydroxy-3-methyl-3H-pyrimidin-4-one oxime (COTI-HIV-1DOxime or, also referred to as COTI-HIV-1). Results are summarized below. Reactants: CC(C#N)(C[C@@]1(CCN(C(O1)=O)[C@@H](C)C1=CC=C(C=C1)B1OC(C(O1)(C)C)(C)C)C1=CC=CC=C1)C (2,2-dimethyl-3-((R)-2-oxo-6-phenyl-3-((S)-1-(4-(4,4,5,5-tetramethyl-1,3,2-dioxaborolan-2-yl)phenyl)ethyl)-1,3-oxazinan-6-yl)propanenitrile), ClC=1C=CC(N(N1)C)=O (6-chloro-2-methylpyridazin-3(2H)-one), ClC=1C=CC(NN1)=O (6-chloropyridazin-3-(2H)-one). Product: CC(C#N)(C[C@@]1(CCN(C(O1)=O)[C@@H](C)C1=CC=C(C=C1)C1=NN(C(C=C1)=O)C)C1=CC=CC=C1)C (2,2-dimethyl-3-((R)-3-((S)-1-(4-(1-methyl-6-oxo-1,6-dihydropyridazin-3-yl)phenyl)ethyl)-2-oxo-6-phenyl-1,3-oxazinan-6-yl)propanenitrile), ClC=1C=CC(N(N1)C)=O (6-chloro-2-methylpyridazin-3(2H)-one). Reaction SMILES: [CH3:1][C:2]([CH3:36])([CH2:5][C@@:6]1([C:30]2[CH:35]=[CH:34][CH:33]=[CH:32][CH:31]=2)[O:11][C:10](=[O:12])[N:9]([C@H:13]([C:15]2[CH:20]=[CH:19][C:18](B3OC(C)(C)C(C)(C)O3)=[CH:17][CH:16]=2)[CH3:14])[CH2:8][CH2:7]1)[C:3]#[N:4].[Cl:37][C:38]1[CH:39]=[CH:40][C:41](=[O:45])[N:42]([CH3:44])[N:43]=1.ClC1C=CC(=O)NN=1>>[CH3:1][C:2]([CH3:36])([CH2:5][C@@:6]1([C:30]2[CH:35]=[CH:34][CH:33]=[CH:32][CH:31]=2)[O:11][C:10](=[O:12])[N:9]([C@H:13]([C:15]2[CH:20]=[CH:19][C:18]([C:38]3[CH:39]=[CH:40][C:41](=[O:45])[N:42]([CH3:44])[N:43]=3)=[CH:17][CH:16]=2)[CH3:14])[CH2:8][CH2:7]1)[C:3]#[N:4].[Cl:37][C:38]1[CH:39]=[CH:40][C:41](=[O:45])[N:42]([CH3:44])[N:43]=1. Reported procedure: The title compound was prepared from 2,2-dimethyl-3-((R)-2-oxo-6-phenyl-3-((S)-1-(4-(4,4,5,5-tetramethyl-1,3,2-dioxaborolan-2-yl)phenyl)ethyl)-1,3-oxazinan-6-yl)propanenitrile and 6-chloro-2-methylpyridazin-3(2H)-one following a procedure analogous to that described in Example 1 Step 3. 6-chloro-2-methylpyridazin-3(2H)-one was prepared from 6-chloropyridazin-3-(2H)-one following a procedure analogous to that described in Example 1 Step 2. LC-MS Method 2 tR=1.138 min, m/z=471.3; 1H NMR (CDCl3) 1.... Product: Cc1ccc(CN2Cc3cc(F)cc(C(F)(F)F)c3C2=O)cc1F. Starting materials: COC(=O)c1c(CBr)cc(F)cc1C(F)(F)F, CCOC(C)=O, Cc1ccccc1, CCCCCC, Cc1ccc(CN)cc1F, [K+], [K+], O=C([O-])[O-]. RXN SMILES: [CH3:1][O:2][C:3]([c:4]1[c:5]([CH2:15][Br:16])[cH:6][c:7]([F:14])[cH:8][c:9]1[C:10]([F:11])([F:12])[F:13])=[O:17].[CH3:34][CH2:35][O:36][C:37](=[O:38])[CH3:39].[CH3:40][c:41]1[cH:42][cH:43][cH:44][cH:45][cH:46]1.[CH3:47][CH2:48][CH2:49][CH2:50][CH2:51][CH3:52].[F:18][c:19]1[cH:20][c:21]([CH2:22][NH2:23])[cH:24][cH:25][c:26]1[CH3:27].[K+:28].[K+:29].[O-:30][C:31]([O-:32])=[O:33]>>[C:3]1(=[O:17])[c:4]2[c:5]([cH:6][c:7]([F:14])[cH:8][c:9]2[C:10]([F:11])([F:12])[F:13])[CH2:15][N:23]1[CH2:22][c:21]1[cH:20][c:19]([F:18])[c:26]([CH3:27])[cH:25][cH:24]1.